Dataset: the Open Reaction Database (ORD), a public repository of structured organic reaction records. Task: describe an organic reaction: reactants, conditions, products, and yield The reactants are CC(C)Cn1c(CNC(=O)OC(C)(C)C)c(-c2ccccc2)c2cc(C=CC(=O)O)ccc2c1=O, CCN=C=NCCCN(C)C, CN(C)C=O, Cl, [NH4+], O, On1nnc2ccccc21. The product is CC(C)Cn1c(CNC(=O)OC(C)(C)C)c(-c2ccccc2)c2cc(C=CC(N)=O)ccc2c1=O. RXN SMILES: [C:1]([CH3:2])([CH3:3])([CH3:4])[O:5][C:6](=[O:7])[NH:8][CH2:9][c:10]1[n:11]([CH2:32][CH:33]([CH3:34])[CH3:35])[c:12](=[O:31])[c:13]2[cH:14][cH:15][c:16]([CH:26]=[CH:27][C:28](=[O:29])[OH:30])[cH:17][c:18]2[c:19]1-[c:20]1[cH:21][cH:22][cH:23][cH:24][cH:25]1.[CH2:37]([N:39]=[C:38]=[N:40][CH2:41][CH2:42][CH2:43][N:44]([CH3:45])[CH3:46])[CH3:47].[CH3:60][N:61]([CH3:62])[CH:63]=[O:64].[ClH:36].[NH4+:48].[OH2:59].[OH:49][n:50]1[c:51]2[cH:52][cH:53][cH:54][cH:55][c:56]2[n:57][n:58]1>>[C:1]([CH3:2])([CH3:3])([CH3:4])[O:5][C:6](=[O:7])[NH:8][CH2:9][c:10]1[n:11]([CH2:32][CH:33]([CH3:34])[CH3:35])[c:12](=[O:31])[c:13]2[cH:14][cH:15][c:16]([CH:26]=[CH:27][C:28](=[O:30])[NH2:39])[cH:17][c:18]2[c:19]1-[c:20]1[cH:21][cH:22][cH:23][cH:24][cH:25]1. Starting materials: CCOCCSC(=S)[S-], CCSC1CC(=O)N1C(Cl)C(=O)OCc1ccc([N+](=O)[O-])cc1, CC[N+](CC)(CC)Cc1ccccc1, ClCCl, [Cl-], [K+]. The product is CCOCCSC(=S)SC(C(=O)OCc1ccc([N+](=O)[O-])cc1)N1C(=O)CC1SCC. Reaction SMILES: [C:1]([S:2][CH2:3][CH2:4][O:5][CH2:6][CH3:7])([S-:8])=[S:9].[CH2:11]([CH3:12])[S:13][CH:14]1[CH2:15][C:16](=[O:33])[N:17]1[CH:18]([C:19](=[O:20])[O:21][CH2:22][c:23]1[cH:24][cH:25][c:26]([N+:29](=[O:30])[O-:31])[cH:27][cH:28]1)[Cl:32].[CH2:35]([N+:36]([CH2:37][CH3:38])([CH2:39][CH3:40])[CH2:41][CH3:42])[c:43]1[cH:44][cH:45][cH:46][cH:47][cH:48]1.[CH2:49]([Cl:50])[Cl:51].[Cl-:34].[K+:10]>>[C:1]([S:2][CH2:3][CH2:4][O:5][CH2:6][CH3:7])(=[S:8])[S:9][CH:18]([N:17]1[CH:14]([S:13][CH2:11][CH3:12])[CH2:15][C:16]1=[O:33])[C:19](=[O:20])[O:21][CH2:22][c:23]1[cH:24][cH:25][c:26]([N+:29](=[O:30])[O-:31])[cH:27][cH:28]1.